From a dataset of the Open Reaction Database (ORD), a public repository of structured organic reaction records. describe an organic reaction: reactants, conditions, products, and yield Reactants: CC1(C)C(C=C2CCOC2=O)C1C(=O)O, CC(C)N=C(NC(C)C)OC(C)C, c1ccccc1. The product is CC(C)OC(=O)C1C(C=C2CCOC2=O)C1(C)C. Reaction SMILES: [CH3:1][C:2]1([CH3:15])[CH:3]([C:12](=[O:13])[OH:14])[CH:4]1[CH:5]=[C:6]1[C:7](=[O:11])[O:8][CH2:9][CH2:10]1.[CH:16]([CH3:17])([CH3:18])[NH:19][C:20](=[N:21][CH:22]([CH3:23])[CH3:24])[O:25][CH:26]([CH3:27])[CH3:28].[cH:29]1[cH:30][cH:31][cH:32][cH:33][cH:34]1>>[CH3:1][C:2]1([CH3:15])[CH:3]([C:12](=[O:13])[O:14][CH:16]([CH3:17])[CH3:18])[CH:4]1[CH:5]=[C:6]1[C:7](=[O:11])[O:8][CH2:9][CH2:10]1. Conditions: time 2 hour. Starting materials: ClC=1C=C(C=CC1)C1=CC=C(C=C1)C[C@H](CC(=O)OCC)NC(=O)C1=CN=C(O1)OC ((R)-ethyl 4-(3′-chlorobiphenyl-4-yl)-3-(2-methoxyoxazole-5-carboxamido)butanoate), intermediate 14, solution, Cl (HCl). The product is ClC=1C=C(C=CC1)C1=CC=C(C=C1)C[C@H](CC(=O)OCC)NC(=O)C1=CNC(O1)=O ((R)-ethyl 4-(3′-chlorobiphenyl-4-yl)-3-(2-oxo-2,3-dihydrooxazole-5-carboxamido)butanoate). The solvent is O1CCOCC1 (dioxane), O1CCOCC1 (dioxane). Reported procedure: To a solution of (R)-ethyl 4-(3′-chlorobiphenyl-4-yl)-3-(2-methoxyoxazole-5-carboxamido)butanoate, intermediate 14, (103 mg, 0.23 mmol) in dioxane (3 mL) is added 4 N solution of HCl in dioxane (0.29 mL, 1.16 mmol). The crude was stirred at room temperature for 2 hrs. The crude is concentrated and is diluted in water and EtOAc. The organic layer is washed with brine, dried over MgSO4, filtered, and concentrated. 50% of the crude is purified via RP-HPLC (SunFire C18, H2O (0.1% TFA)/CH3CN) to give... As a reaction SMILES: [Cl:1][C:2]1[CH:3]=[C:4]([C:8]2[CH:13]=[CH:12][C:11]([CH2:14][C@@H:15]([NH:22][C:23]([C:25]3[O:29][C:28]([O:30]C)=[N:27][CH:26]=3)=[O:24])[CH2:16][C:17]([O:19][CH2:20][CH3:21])=[O:18])=[CH:10][CH:9]=2)[CH:5]=[CH:6][CH:7]=1.Cl>O1CCOCC1>[Cl:1][C:2]1[CH:3]=[C:4]([C:8]2[CH:9]=[CH:10][C:11]([CH2:14][C@@H:15]([NH:22][C:23]([C:25]3[O:29][C:28](=[O:30])[NH:27][CH:26]=3)=[O:24])[CH2:16][C:17]([O:19][CH2:20][CH3:21])=[O:18])=[CH:12][CH:13]=2)[CH:5]=[CH:6][CH:7]=1.